describe an organic reaction: reactants, conditions, products, and yield From a dataset of the Open Reaction Database (ORD), a public repository of structured organic reaction records. Reactants: C(C)C=1C=CC=C2C(C(NC12)=O)=O (7-ethylisatin), CCN(CC)P1(=NC(C)(C)C)NCCCN1C (2-tert-butylimino-2-diethylamino-1,3-dimethyl-perhydro-1,3,2-diazaphosphorine on polystyrene), ClC1=C(CBr)C=CC=C1 (2-chlorobenzyl bromide). Yields the product ClC1=C(CN2C(C(C3=CC=CC(=C23)CC)=O)=O)C=CC=C1 (1-(2-Chloro-benzyl)-7-ethyl-1H-indole-2,3-dione). The yield is 80.7%. As a reaction SMILES: [CH2:1]([C:3]1[CH:4]=[CH:5][CH:6]=[C:7]2[C:11]=1[NH:10][C:9](=[O:12])[C:8]2=[O:13])[CH3:2].CCN(P1(N(C)CCCN1)=NC(C)(C)C)CC.[Cl:31][C:32]1[CH:39]=[CH:38][CH:37]=[CH:36][C:33]=1[CH2:34]Br>>[Cl:31][C:32]1[CH:39]=[CH:38][CH:37]=[CH:36][C:33]=1[CH2:34][N:10]1[C:11]2[C:7](=[CH:6][CH:5]=[CH:4][C:3]=2[CH2:1][CH3:2])[C:8](=[O:13])[C:9]1=[O:12]. Procedure: Using a method similar to Preparation 15, with 7-ethylisatin (88 mg, 0.5 mmol), 2-tert-butylimino-2-diethylamino-1,3-dimethyl-perhydro-1,3,2-diazaphosphorine on polystyrene beads(630-720 mg, 1.4-1.6 mmol, 2.2 mmol/g, Fluka) and 2-chlorobenzyl bromide (0.065 mL, 0.5 mmol) gives 121 mg (85%) of the title compound as crude material as a red-orange solid. MS (ES): m/z=300 (M+1).